From a dataset of the Open Reaction Database (ORD), a public repository of structured organic reaction records. describe an organic reaction: reactants, conditions, products, and yield The reactants are CC(=O)O, CCOC(C)=O, COC(=O)c1cccc(-c2cnc(C(=O)CCCCCCc3ccccc3)o2)n1. Yields the product O=C(O)c1cccc(-c2cnc(C(=O)CCCCCCc3ccccc3)o2)n1. As a reaction SMILES: [C:30]([OH:31])(=[O:32])[CH3:33].[CH3:34][CH2:35][O:36][C:37]([CH3:38])=[O:39].[c:1]1([CH2:7][CH2:8][CH2:9][CH2:10][CH2:11][CH2:12][C:13](=[O:14])[c:15]2[o:16][c:17](-[c:20]3[cH:21][cH:22][cH:23][c:24]([C:26](=[O:27])[O:28][CH3:29])[n:25]3)[cH:18][n:19]2)[cH:2][cH:3][cH:4][cH:5][cH:6]1>>[c:1]1([CH2:7][CH2:8][CH2:9][CH2:10][CH2:11][CH2:12][C:13](=[O:14])[c:15]2[o:16][c:17](-[c:20]3[cH:21][cH:22][cH:23][c:24]([C:26](=[O:27])[OH:28])[n:25]3)[cH:18][n:19]2)[cH:2][cH:3][cH:4][cH:5][cH:6]1.